From a dataset of the Open Reaction Database (ORD), a public repository of structured organic reaction records. describe an organic reaction: reactants, conditions, products, and yield The reactants are CN1C(=NC2=CC=CC(=C2C1=O)C)S (3,5-dimethyl-2-mercapto-4(3H)-quinazolinone), BrCC1=CC=C(C(=O)C2=CC=C(C=C2)CBr)C=C1 (4,4'-bis(bromomethyl)benzophenone), N1(C)C(=O)N(C)C=2N=CNC2C1=O (theophylline), C([O-])([O-])=O.[K+].[K+] (potassium carbonate). The solvent is CN(C)C=O (DMF). Reaction conditions: temperature 60 celsius, time 1 hour. Product: CN1C(=NC2=CC=CC(=C2C1=O)C)SCC1=CC=C(C=C1)C(C1=CC=C(C=C1)CN1C=NC=2N(C(N(C(C12)=O)C)=O)C)=O (3,5-Dimethyl-2-[4-[4-[(1,3-dimethylxanthin-7-yl)methyl]benzoyl]benzylthio]-4(3H)-quinazolinone). The yield is 27.9%. As a reaction SMILES: Br[CH2:2][C:3]1[CH:18]=[CH:17][C:6]([C:7]([C:9]2[CH:14]=[CH:13][C:12]([CH2:15]Br)=[CH:11][CH:10]=2)=[O:8])=[CH:5][CH:4]=1.[N:19]1([C:30](=[O:31])[C:29]2[NH:28][CH:27]=[N:26][C:25]=2[N:23]([CH3:24])[C:21]1=[O:22])[CH3:20].C(=O)([O-])[O-].[K+].[K+].[CH3:38][N:39]1[C:48](=[O:49])[C:47]2[C:42](=[CH:43][CH:44]=[CH:45][C:46]=2[CH3:50])[N:41]=[C:40]1[SH:51]>CN(C=O)C>[CH3:38][N:39]1[C:48](=[O:49])[C:47]2[C:42](=[CH:43][CH:44]=[CH:45][C:46]=2[CH3:50])[N:41]=[C:40]1[S:51][CH2:2][C:3]1[CH:18]=[CH:17][C:6]([C:7](=[O:8])[C:9]2[CH:14]=[CH:13][C:12]([CH2:15][N:28]3[C:29]4[C:30](=[O:31])[N:19]([CH3:20])[C:21](=[O:22])[N:23]([CH3:24])[C:25]=4[N:26]=[CH:27]3)=[CH:11][CH:10]=2)=[CH:5][CH:4]=1 |f:2.3.4|. Reported procedure: A solution of 4,4'-bis(bromomethyl)benzophenone (1.75 g), theophylline (900 mg) and potassium carbonate (828 mg) in DMF (40 ml) was stirred at 40° C. for 1 hour. Then, 3,5-dimethyl-2-mercapto-4(3H)-quinazolinone (1.03 g) was added and the mixture was stirred at 60° C. for 1 hour. This reaction mixture was concentrated, the residue was dissolved in ethyl acetate, and the solution was washed with water, dried, and concentrated. The residue was purified by silica gel column chromatography (ethyl ac... Reactants: [Na] (sodium), C(\C=C\C)#N (crotononitrile), C(C)O (ethanol), ClC1=NC(=CN=C1)NN (2-chloro-6-hydrazinopyrazine). Solvent: C1=CC=CC=C1 (benzene). Product: NC1=NN(C(C1)C)C1=NC(=CN=C1)Cl (2-(3-Amino-5-methyl-2-pyrazolin-1-yl)-6-chloropyrazine). As a reaction SMILES: [Na].C(O)C.[Cl:5][C:6]1[CH:11]=[N:10][CH:9]=[C:8]([NH:12][NH2:13])[N:7]=1.[C:14](#[N:18])/[CH:15]=[CH:16]/[CH3:17]>C1C=CC=CC=1>[NH2:18][C:14]1[CH2:15][CH:16]([CH3:17])[N:12]([C:8]2[CH:9]=[N:10][CH:11]=[C:6]([Cl:5])[N:7]=2)[N:13]=1 |^1:0|. Procedure details: A 0.30 g. amount of sodium metal is dissolved in 100 ml. of absolute ethanol, then 6.72 g. of 2-chloro-6-hydrazinopyrazine (prepared as described above) is added and after 5 minutes, 4.6 g. of distilled crotononitrile is added. The reaction mixture is refluxed for 6 hours. The solvent is removed in vacuo and water is added to the residue to separate a gum. The gum is dissolved in dichloromethane, dried over magnesium sulfate and filtered. The filtrate is evaporated to give a gum. The gum is trea... Reactants: ClCC=1C=CC(=C(C(=O)OC)C1)OCC=1N=C(OC1C)C=1OC=CC1 (methyl 5-(chloromethyl)-2-{[2-(2-furyl)-5-methyl-1,3-oxazol-4-yl]methoxy}benzoate), OC1=NN(C=C1C=O)C1=CC=CC=C1 (3-hydroxy-1-phenyl-1H-pyrazole-4-carbaldehyde), CN(C=O)C (N,N-dimethylformamide), [H-].[Na+] (sodium hydride). Run in O (Water). Conditions: temperature 90 celsius, time 2 hour. Yields the product C(=O)C=1C(=NN(C1)C1=CC=CC=C1)OCC=1C=CC(=C(C(=O)OC)C1)OCC=1N=C(OC1C)C=1OC=CC1 (methyl 5-{[(4-formyl-1-phenyl-1H-pyrazol-3-yl)oxy]methyl}-2-{[2-(2-furyl)-5-methyl-1,3-oxazol-4-yl]methoxy}benzoate). Isolated yield 78.4%. RXN SMILES: Cl[CH2:2][C:3]1[CH:4]=[CH:5][C:6]([O:13][CH2:14][C:15]2[N:16]=[C:17]([C:21]3[O:22][CH:23]=[CH:24][CH:25]=3)[O:18][C:19]=2[CH3:20])=[C:7]([CH:12]=1)[C:8]([O:10][CH3:11])=[O:9].[OH:26][C:27]1[C:31]([CH:32]=[O:33])=[CH:30][N:29]([C:34]2[CH:39]=[CH:38][CH:37]=[CH:36][CH:35]=2)[N:28]=1.CN(C)C=O.[H-].[Na+]>O>[CH:32]([C:31]1[C:27]([O:26][CH2:2][C:3]2[CH:4]=[CH:5][C:6]([O:13][CH2:14][C:15]3[N:16]=[C:17]([C:21]4[O:22][CH:23]=[CH:24][CH:25]=4)[O:18][C:19]=3[CH3:20])=[C:7]([CH:12]=2)[C:8]([O:10][CH3:11])=[O:9])=[N:28][N:29]([C:34]2[CH:39]=[CH:38][CH:37]=[CH:36][CH:35]=2)[CH:30]=1)=[O:33] |f:3.4|. Procedure details: To a mixture of methyl 5-(chloromethyl)-2-{[2-(2-furyl)-5-methyl-1,3-oxazol-4-yl]methoxy}benzoate (1.16 g), 3-hydroxy-1-phenyl-1H-pyrazole-4-carbaldehyde (0.50 g) and N,N-dimethylformamide (30 mL) was added sodium hydride (60% in oil, 0.12 g) at room temperature, and the mixture was stirred at 90° C. for 2 hrs. Water was poured into the reaction mixture, and the mixture was extracted with ethyl acetate. The organic layer was washed with saturated brine, dried over anhydrous magnesium sulfate and... Starting materials: OC(CCOCc1ccccc1)COCc1ccccc1, CCOC(=O)N=NC(=O)OCC, C1CCOC1, O=C1c2ccccc2C(=O)N1O, c1ccc(P(c2ccccc2)c2ccccc2)cc1. Yields the product O=C1c2ccccc2C(=O)N1OC(CCOCc1ccccc1)COCc1ccccc1. As a reaction SMILES: [CH2:1]([c:2]1[cH:3][cH:4][cH:5][cH:6][cH:7]1)[O:8][CH2:9][CH:10]([CH2:11][CH2:12][O:13][CH2:14][c:15]1[cH:16][cH:17][cH:18][cH:19][cH:20]1)[OH:21].[O:53]=[C:54]([O:55][CH2:56][CH3:57])[N:58]=[N:59][C:60]([O:61][CH2:62][CH3:63])=[O:64].[O:65]1[CH2:66][CH2:67][CH2:68][CH2:69]1.[OH:41][N:42]1[C:43](=[O:52])[c:44]2[c:45]([cH:48][cH:49][cH:50][cH:51]2)[C:46]1=[O:47].[c:22]1([P:23]([c:24]2[cH:25][cH:26][cH:27][cH:28][cH:29]2)[c:30]2[cH:31][cH:32][cH:33][cH:34][cH:35]2)[cH:36][cH:37][cH:38][cH:39][cH:40]1>>[CH2:1]([c:2]1[cH:3][cH:4][cH:5][cH:6][cH:7]1)[O:8][CH2:9][CH:10]([CH2:11][CH2:12][O:13][CH2:14][c:15]1[cH:16][cH:17][cH:18][cH:19][cH:20]1)[O:21][N:42]1[C:43](=[O:52])[c:44]2[c:45]([cH:48][cH:49][cH:50][cH:51]2)[C:46]1=[O:47]. Reactants: Brc1cc2c3c(c1)CCN3c1ccc(Br)cc1N=C2, BrCCBr, CN1CCC(Cl)CC1, ClCCl, Cl, [Mg], [NH4+], C1CCOC1, [OH-]. Yields the product CN1CCC(C2Nc3cc(Br)ccc3N3CCc4cc(Br)cc2c43)CC1. As a reaction SMILES: [Br:14][c:15]1[cH:16][c:17]2[c:18]3[c:19]([cH:32]1)[CH:20]=[N:21][c:22]1[c:23]([cH:27][cH:28][c:29]([Br:31])[cH:30]1)[N:24]3[CH2:25][CH2:26]2.[Br:1][CH2:2][CH2:3][Br:4].[CH3:6][N:7]1[CH2:8][CH2:9][CH:10]([Cl:13])[CH2:11][CH2:12]1.[Cl:41][CH2:42][Cl:43].[ClH:33].[Mg:5].[NH4+:34].[O:36]1[CH2:37][CH2:38][CH2:39][CH2:40]1.[OH-:35]>>[CH3:6][N:7]1[CH2:8][CH2:9][CH:10]([CH:20]2[c:19]3[c:18]4[c:17]([cH:16][c:15]([Br:14])[cH:32]3)[CH2:26][CH2:25][N:24]4[c:23]3[c:22]([cH:30][c:29]([Br:31])[cH:28][cH:27]3)[NH:21]2)[CH2:11][CH2:12]1. Reactants: CC(O)=S, CN(C)C(OCC(C)(C)C)OCC(C)(C)C, COC(=O)Cn1nncc1C=C1CN(C(c2ccccc2)(c2ccccc2)c2ccccc2)CCC1O, Cc1ccccc1, ClCCl, O. Yields the product COC(=O)Cn1nncc1C=C1CN(C(c2ccccc2)(c2ccccc2)c2ccccc2)CCC1SC(C)=O. As a reaction SMILES: [C:41]([CH3:42])(=[S:43])[OH:44].[CH2:45]([O:46][CH:47]([O:48][CH2:49][C:50]([CH3:51])([CH3:52])[CH3:53])[N:54]([CH3:55])[CH3:56])[C:57]([CH3:58])([CH3:59])[CH3:60].[CH3:1][O:2][C:3](=[O:4])[CH2:5][n:6]1[n:7][n:8][cH:9][c:10]1[CH:11]=[C:12]1[CH2:13][N:14]([C:19]([c:20]2[cH:21][cH:22][cH:23][cH:24][cH:25]2)([c:26]2[cH:27][cH:28][cH:29][cH:30][cH:31]2)[c:32]2[cH:33][cH:34][cH:35][cH:36][cH:37]2)[CH2:15][CH2:16][CH:17]1[OH:18].[CH3:62][c:63]1[cH:64][cH:65][cH:66][cH:67][cH:68]1.[Cl:38][CH2:39][Cl:40].[OH2:61]>>[CH3:1][O:2][C:3](=[O:4])[CH2:5][n:6]1[n:7][n:8][cH:9][c:10]1[CH:11]=[C:12]1[CH2:13][N:14]([C:19]([c:20]2[cH:21][cH:22][cH:23][cH:24][cH:25]2)([c:26]2[cH:27][cH:28][cH:29][cH:30][cH:31]2)[c:32]2[cH:33][cH:34][cH:35][cH:36][cH:37]2)[CH2:15][CH2:16][CH:17]1[S:43][C:41]([CH3:42])=[O:44]. The solvent is C1CCOC1 (THF). Reaction conditions: time 5 minute. Isolated yield 69.6%. As a reaction SMILES: OC1C=C2C(=NC=1)NC(C)=C2.[CH3:12][O:13][C:14]1[CH:15]=[C:16]2[C:20](=[N:21][CH:22]=1)[NH:19][CH:18]=[CH:17]2.[H-].[Na+].[C:25]1([S:31](Cl)(=[O:33])=[O:32])[CH:30]=[CH:29][CH:28]=[CH:27][CH:26]=1>C1COCC1>[C:25]1([S:31]([N:19]2[C:20]3[C:16](=[CH:15][C:14]([O:13][CH3:12])=[CH:22][N:21]=3)[CH:17]=[CH:18]2)(=[O:33])=[O:32])[CH:30]=[CH:29][CH:28]=[CH:27][CH:26]=1 |f:2.3|. The product is C1(=CC=CC=C1)S(=O)(=O)N1C=CC2=CC(=CN=C12)OC (N-phenylsulphonyl-5-methoxy-7-azaindole). Starting materials: OC=1C=C2C=C(NC2=NC1)C (5-hydroxy-2-methyl-7-azaindole), COC=1C=C2C=CNC2=NC1 (5-methoxy-7-azaindole), suspension, [H-].[Na+] (sodium hydride), oil, C1(=CC=CC=C1)S(=O)(=O)Cl (phenylsulphonyl chloride). Reported procedure: The intermediate, 5-hydroxy-2-methyl-7-azaindole, was prepared as follows. A. To a solution of 5-methoxy-7-azaindole (240 mg, 1.62 mmol) in THF (10 mL) was added a 60% suspension of sodium hydride in oil (71 mg, 1.78 mmol) at RT under argon. The mixture was stirred at RT for 5 minutes and phenylsulphonyl chloride (250 μL, 1.95 mmol) was added and the mixture was stirred for 16 h, quenched with saturated ammonium chloride (20 mL) and extracted with ethyl acetate (3×25 μL). The combined organic la...